From a dataset of the Open Reaction Database (ORD), a public repository of structured organic reaction records. describe an organic reaction: reactants, conditions, products, and yield The reactants are C(C)(=O)O[C@@H](CCCCN1C(=O)N(C=2N=CN(C2C1=O)C)CCCCCC#N)C ((R)-1-(5-acetoxyhexyl)-3-(5-cyanopentyl)-7-methylxanthine), Cl (hydrogen chloride), O1CCOCC1 (1,4-dioxane). The solvent is CO (methanol). Reaction conditions: temperature 80 celsius. Product: C(#N)CCCCCN1C(N(C(C=2N(C=NC12)C)=O)CCCC[C@@H](C)O)=O ((R)-3-(5-cyanopentyl)-1-(5-hydroxyhexyl)-7-methylxanthine). Isolated yield 45.1%. Reaction SMILES: C([O:4][C@H:5]([CH3:29])[CH2:6][CH2:7][CH2:8][CH2:9][N:10]1[C:19](=[O:20])[C:18]2[N:17]([CH3:21])[CH:16]=[N:15][C:14]=2[N:13]([CH2:22][CH2:23][CH2:24][CH2:25][CH2:26][C:27]#[N:28])[C:11]1=[O:12])(=O)C.Cl.O1CCOCC1>CO>[C:27]([CH2:26][CH2:25][CH2:24][CH2:23][CH2:22][N:13]1[C:14]2[N:15]=[CH:16][N:17]([CH3:21])[C:18]=2[C:19](=[O:20])[N:10]([CH2:9][CH2:8][CH2:7][CH2:6][C@H:5]([OH:4])[CH3:29])[C:11]1=[O:12])#[N:28]. Reported procedure: To a stirring solution of 0.37 g (R)-1-(5-acetoxyhexyl)-3-(5-cyanopentyl)-7-methylxanthine (0.92 mmol) in 20 ml methanol was added a solution of 4M hydrogen chloride in 70 ml 1,4-dioxane (2.77 mmol). The reaction was heated at reflux (80° C.) for five hours and then cooled to room temperature. The solvent was removed under reduced pressure and the resulting oil was treated with 25 ml saturated aqueous sodium bicarbonate solution and extracted three times with 25 ml dichloromethane. The combined ... Reported procedure: A stirred mixture of 5.8 g of 7-(4-hydroxycyclopent-2-en-1-on-2-yl)-5-heptynoic acid, 3.95 g of potassium carbonate, 7.4 g of iodomethane and 52 ml of acetone was refluxed for 2.5 hours. Most of the acetone was evaporated and the residue was partitioned with water and ether. The ether layer was separated, washed with brine, dried and concentrated, giving 5.02 g of the desired compound as an oil; PMR δ 3.72 (3H, s, methyl ester). The solvent is CC(=O)C (acetone). RXN SMILES: [OH:1][CH:2]1[CH2:6][C:5](=[O:7])[C:4]([CH2:8][C:9]#[C:10][CH2:11][CH2:12][CH2:13][C:14]([OH:16])=[O:15])=[CH:3]1.[C:17](=O)([O-])[O-].[K+].[K+].IC>CC(C)=O>[OH:1][CH:2]1[CH2:6][C:5](=[O:7])[C:4]([CH2:8][C:9]#[C:10][CH2:11][CH2:12][CH2:13][C:14]([O:16][CH3:17])=[O:15])=[CH:3]1 |f:1.2.3|. Yields the product OC1C=C(C(C1)=O)CC#CCCCC(=O)OC (Methyl 7-(4-hydroxycyclopent-2-en-1-on-2-yl)-5-heptynoate). Isolated yield 81.4%. Starting materials: OC1C=C(C(C1)=O)CC#CCCCC(=O)O (7-(4-hydroxycyclopent-2-en-1-on-2-yl)-5-heptynoic acid), C([O-])([O-])=O.[K+].[K+] (potassium carbonate), IC (iodomethane). Reactants: [OH-].[K+] (potassium hydroxide), O1CCCC1.O (tetrahydrofuran water). Solvent: mixture, O (water). Reaction conditions: time 24 hour. The product is C12C(CC(C=C1)C2)C(=O)O (5-norbornene-2-carboxylic acid). Reaction SMILES: [OH-:1].[K+].[O:3]1[CH2:7][CH2:6][CH2:5][CH2:4]1.O>O>[CH:6]12[CH2:7][CH:4]([CH:4]=[CH:5]1)[CH2:5][CH:6]2[C:7]([OH:3])=[O:1] |f:0.1,2.3|. Procedure details: 67.0 g (269 mmol) of the Diels-Alder adduct was dissolved in 1040 ml of a mixture solvent of tetrahydrofuran-water (5:2), 70.5 g (1.08 mol) of potassium hydroxide (85%) in 300 ml of water was added on ice cooling, and the mixture was stirred at room temperature for 24 hours. After distilling out tetrahydrofuran, the product was neutralized with 94 ml of concentrated hydrochloric acid and extracted with a mixture solvent of hexane-methylene chloride (98:2) (200 ml×4). The extract was dried on anh... Starting materials: CC(=O)N1c2ccc(Br)cc2C(N)CC1C, O=C([O-])[O-], C1COCCO1, CN(CCn1cc(B2OC(C)(C)C(C)(C)O2)cn1)C(=O)OC(C)(C)C, Cl, [K+], [K+], O. Yields the product CC(=O)N1c2ccc(-c3cnn(CCN(C)C(=O)OC(C)(C)C)c3)cc2C(N)CC1C. Reaction SMILES: [C:2]([CH3:3])(=[O:4])[N:5]1[CH:6]([CH3:17])[CH2:7][CH:8]([NH2:16])[c:9]2[cH:10][c:11]([Br:15])[cH:12][cH:13][c:14]21.[C:44](=[O:45])([O-:46])[O-:47].[CH2:50]1[O:51][CH2:52][CH2:53][O:54][CH2:55]1.[CH3:18][N:19]([C:20]([O:21][C:22]([CH3:23])([CH3:24])[CH3:25])=[O:26])[CH2:27][CH2:28][n:29]1[n:30][cH:31][c:32]([B:34]2[O:35][C:36]([CH3:37])([CH3:38])[C:39]([CH3:40])([CH3:41])[O:42]2)[cH:33]1.[ClH:1].[K+:48].[K+:49].[OH2:43]>>[C:2]([CH3:3])(=[O:4])[N:5]1[CH:6]([CH3:17])[CH2:7][CH:8]([NH2:16])[c:9]2[cH:10][c:11](-[c:32]3[cH:31][n:30][n:29]([CH2:28][CH2:27][N:19]([CH3:18])[C:20]([O:21][C:22]([CH3:23])([CH3:24])[CH3:25])=[O:26])[cH:33]3)[cH:12][cH:13][c:14]21.